Task: describe an organic reaction: reactants, conditions, products, and yield. Dataset: the Open Reaction Database (ORD), a public repository of structured organic reaction records Starting materials: CN1C(CC(CC1(C)C)O)(C)C (1,2,2,6,6-pentamethylpiperidin-4-ol), [OH-].[K+] (potassium hydroxide), C(C=C)#N (acrylonitrile). Solvent: C1=CC=CC=C1 (benzene). Conditions: time 16 hour. The product is C(#N)CCOC1CC(N(C(C1)(C)C)C)(C)C (4-(2'-cyanoethoxy)-1,2,2,6,6-pentamethylpiperidine). Reaction SMILES: [C:1](#[N:4])[CH:2]=[CH2:3].[CH3:5][N:6]1[C:11]([CH3:13])([CH3:12])[CH2:10][CH:9]([OH:14])[CH2:8][C:7]1([CH3:16])[CH3:15].[OH-].[K+]>C1C=CC=CC=1>[C:1]([CH2:2][CH2:3][O:14][CH:9]1[CH2:8][C:7]([CH3:15])([CH3:16])[N:6]([CH3:5])[C:11]([CH3:13])([CH3:12])[CH2:10]1)#[N:4] |f:2.3|. Procedure details: 2.65 parts of acrylonitrile was added dropwise with stirring to a solution of 8.55 parts of 1,2,2,6,6-pentamethylpiperidin-4-ol and 0.30 parts of 40% potassium hydroxide solution in 80 parts of benzene. Stirring was continued at room temperature for 16 hours after which time the solution was washed with water, dried and the benzene solvent removed by distillation under reduced pressure. Fractional distillation of the residue, under reduced pressure gave 1.70 parts of 4-(2'-cyanoethoxy)-1,2,2,6,6... Starting materials: C(CCC)OC(=O)N[C@H](CC#N)C(=O)O (N-butyloxycarbonyl-3-cyano-D-alanine), C1(CCCCC1)N=C=NC1CCCCC1 (N,N'-dicyclohexylcarbodiimide). Reagents/catalysts: CN(C1=CC=NC=C1)C (4-dimethylaminopyridine). Solvent: C1CCOC1 (THF), CO (methanol). Run at time 2 hour. The product is COC([C@H](NC(=O)OCCCC)CC#N)=O (N-Butyloxycarbonyl-3-cyano-D-alanine methyl ester). Isolated yield 84.9%. Reaction SMILES: [CH2:1]([O:5][C:6]([NH:8][C@@H:9]([C:13]([OH:15])=[O:14])[CH2:10][C:11]#[N:12])=[O:7])[CH2:2][CH2:3][CH3:4].[CH:16]1(N=C=NC2CCCCC2)CCCCC1>CN(C)C1C=CN=CC=1.C1COCC1.CO>[CH3:16][O:14][C:13](=[O:15])[C@@H:9]([CH2:10][C:11]#[N:12])[NH:8][C:6]([O:5][CH2:1][CH2:2][CH2:3][CH3:4])=[O:7]. Procedure: To a solution of N-butyloxycarbonyl-3-cyano-D-alanine (20.5 g, 97 mmol) and 4-dimethylaminopyridine (11.85 g, 97 mmol) in 150 mL THF and 33 mL methanol was added N,N'-dicyclohexylcarbodiimide (20 g, 97 mmol) and the solution was allowed to stir at room temperature for 2 hours. Insoluble material was removed by filtration and the solution was concentrated. The residue was taken up in ethyl acetate and the solution was washed with 5% citric acid, brine, NaHCO3 and brine, dried (MgSO4), and concent...